This data is from the Open Reaction Database (ORD), a public repository of structured organic reaction records. The task is: describe an organic reaction: reactants, conditions, products, and yield Starting materials: BrC1=CC(=C(C=C1)OCC)OC1CCCC1 (4-bromo-2-(cyclopentyloxy)-1-ethoxybenzene), amine, aryl halide, N1(N=CC=C1)C[C@@H]1N(CCNC1)C(=O)OC(C)(C)C (tert-butyl (2R)-2-(1H-pyrazol-1-ylmethyl)piperazine-1-carboxylate). Product: N1(N=CC=C1)C[C@H]1CN(CCN1)C1=CC(=C(C=C1)OCC)OC1CCCC1 ((R)-3-((1H-pyrazol-1-yl)methyl)-1-(3-(cyclopentyloxy)-4-ethoxyphenyl)piperazine). RXN SMILES: Br[C:2]1[CH:7]=[CH:6][C:5]([O:8][CH2:9][CH3:10])=[C:4]([O:11][CH:12]2[CH2:16][CH2:15][CH2:14][CH2:13]2)[CH:3]=1.[N:17]1([CH2:22][C@H:23]2[CH2:28][NH:27][CH2:26][CH2:25][N:24]2C(OC(C)(C)C)=O)[CH:21]=[CH:20][CH:19]=[N:18]1>>[N:17]1([CH2:22][C@@H:23]2[NH:24][CH2:25][CH2:26][N:27]([C:2]3[CH:7]=[CH:6][C:5]([O:8][CH2:9][CH3:10])=[C:4]([O:11][CH:12]4[CH2:16][CH2:15][CH2:14][CH2:13]4)[CH:3]=3)[CH2:28]2)[CH:21]=[CH:20][CH:19]=[N:18]1. Reported procedure: The title compound was prepared by the method outlined for Example 1 using 4-bromo-2-(cyclopentyloxy)-1-ethoxybenzene as the aryl halide and tert-butyl (2R)-2-(1H-pyrazol-1-ylmethyl)piperazine-1-carboxylate as amine component. The intermediate and title compound were isolated as oils (76 and 77%). 1H NMR (CDCl3) 7.55 (d, J=1.6, 1H), 7.43 (d, J=1.9, 1H), 6.80 (d, J=8.6, 1H), 6.53 (d, J=2.8, 1H), 6.42 (dd, J=8.6, 2.7, 1H), 6.26 (t, J=2.2, 1H), 4.76-4.73 (m, 1H), 4.23 (dd, J=13.7, 4.9, 1H), 4.14 (d...